The task is: describe an organic reaction: reactants, conditions, products, and yield. This data is from the Open Reaction Database (ORD), a public repository of structured organic reaction records. Starting materials: CC(C)(C)C(=O)Cl, ClC(Cl)Cl, CCCCCS(=O)(=O)NC(=O)c1ccc2nc(C)n(Cc3ccc(NC)cc3Cl)c2n1, ClCCl, c1ccncc1. Product: CCCCCS(=O)(=O)NC(=O)c1ccc2nc(C)n(Cc3ccc(N(C)C(=O)C(C)(C)C)cc3Cl)c2n1. Reaction SMILES: [C:38]([C:39]([CH3:40])([CH3:41])[CH3:42])(=[O:43])[Cl:44].[CH:48]([Cl:49])([Cl:50])[Cl:51].[Cl:1][c:2]1[c:3]([CH2:4][n:5]2[c:6]([CH3:25])[n:7][c:8]3[c:9]2[n:10][c:11]([C:14]([NH:15][S:16](=[O:17])(=[O:18])[CH2:19][CH2:20][CH2:21][CH2:22][CH3:23])=[O:24])[cH:12][cH:13]3)[cH:26][cH:27][c:28]([NH:30][CH3:31])[cH:29]1.[Cl:45][CH2:46][Cl:47].[cH:32]1[cH:33][cH:34][n:35][cH:36][cH:37]1>>[Cl:1][c:2]1[c:3]([CH2:4][n:5]2[c:6]([CH3:25])[n:7][c:8]3[c:9]2[n:10][c:11]([C:14]([NH:15][S:16](=[O:17])(=[O:18])[CH2:19][CH2:20][CH2:21][CH2:22][CH3:23])=[O:24])[cH:12][cH:13]3)[cH:26][cH:27][c:28]([N:30]([CH3:31])[C:38]([C:39]([CH3:40])([CH3:41])[CH3:42])=[O:43])[cH:29]1. Starting materials: CO[Si](C)(CCl)OC, Nc1ccccc1, N. The product is CO[Si](C)(CNc1ccccc1)OC. Reaction SMILES: [Cl:8][CH2:9][Si:10]([O:11][CH3:12])([O:13][CH3:14])[CH3:15].[NH2:1][c:2]1[cH:3][cH:4][cH:5][cH:6][cH:7]1.[NH3:16]>>[NH:1]([c:2]1[cH:3][cH:4][cH:5][cH:6][cH:7]1)[CH2:9][Si:10]([O:11][CH3:12])([O:13][CH3:14])[CH3:15]. Reaction SMILES: [C:43].[CH2:1]([c:2]1[cH:3][cH:4][cH:5][cH:6][cH:7]1)[O:8][c:9]1[cH:10][cH:11][c:12](-[c:15]2[nH:16][c:17]([CH:20]([CH2:21][CH:22]3[CH2:23][CH2:24][O:25][CH2:26][CH2:27]3)[c:28]3[cH:29][cH:30][c:31]([S:34](=[O:35])(=[O:36])[CH:37]4[CH2:38][CH2:39]4)[cH:32][cH:33]3)[cH:18][cH:19]2)[n:13][cH:14]1.[CH3:40][CH2:41][OH:42].[O:45]1[CH2:46][CH2:47][CH2:48][CH2:49]1.[Pd:44]>>[OH:8][c:9]1[cH:10][cH:11][c:12](-[c:15]2[nH:16][c:17]([CH:20]([CH2:21][CH:22]3[CH2:23][CH2:24][O:25][CH2:26][CH2:27]3)[c:28]3[cH:29][cH:30][c:31]([S:34](=[O:35])(=[O:36])[CH:37]4[CH2:38][CH2:39]4)[cH:32][cH:33]3)[cH:18][cH:19]2)[n:13][cH:14]1. Reactants: C, O=S(=O)(c1ccc(C(CC2CCOCC2)c2ccc(-c3ccc(OCc4ccccc4)cn3)[nH]2)cc1)C1CC1, CCO, C1CCOC1, [Pd]. Yields the product O=S(=O)(c1ccc(C(CC2CCOCC2)c2ccc(-c3ccc(O)cn3)[nH]2)cc1)C1CC1. The reactants are Cl (HCl), ClC=1C=C(C=CC1)C(CNC(CC1=CC2=C(OC(O2)(C(=O)O)C(=O)O)C=C1)C)O (5-{2-[2-(3-chloro-phenyl)-2-hydroxy-ethylamino]-propyl}-benzo[1,3]dioxole-2,2-dicarboxylic acid), CC(CO)(CCC)C (2,2-dimethylpentanol), [K+].[Br-] (KBr). Product: CC(COC(=O)C1(OC2=C(O1)C=CC(=C2)C[C@@H](C)NC[C@H](O)C2=CC(=CC=C2)Cl)C(=O)OCC(CCC)(C)C)(CCC)C (5-{(2R)-2-[(2R)-2-(3-Chloro-phenyl)-2-hydroxy-ethylamino]-propyl}-benzo[1,3]dioxole-2,2-dicarboxylic aicd bis-(2,2-dimethyl-pentyl) ester). Reaction SMILES: [Cl:1][C:2]1[CH:3]=[C:4]([CH:8]([OH:29])[CH2:9][NH:10][CH:11]([CH3:28])[CH2:12][C:13]2[CH:27]=[CH:26][C:16]3[O:17][C:18]([C:23]([OH:25])=[O:24])([C:20]([OH:22])=[O:21])[O:19][C:15]=3[CH:14]=2)[CH:5]=[CH:6][CH:7]=1.[CH3:30][C:31]([CH3:37])([CH2:34][CH2:35][CH3:36])[CH2:32]O.[K+].[Br-].Cl>>[CH3:30][C:31]([CH3:37])([CH2:34][CH2:35][CH3:36])[CH2:32][O:24][C:23]([C:18]1([C:20]([O:22][CH2:30][C:31]([CH3:37])([CH3:32])[CH2:34][CH2:35][CH3:36])=[O:21])[O:17][C:16]2[CH:26]=[CH:27][C:13]([CH2:12][C@H:11]([NH:10][CH2:9][C@@H:8]([C:4]3[CH:5]=[CH:6][CH:7]=[C:2]([Cl:1])[CH:3]=3)[OH:29])[CH3:28])=[CH:14][C:15]=2[O:19]1)=[O:25] |f:2.3|. Procedure: The title compound was prepared from 5-{2-[2-(3-chloro-phenyl)-2-hydroxy-ethylamino]-propyl}-benzo[1,3]dioxole-2,2-dicarboxylic acid and 2,2-dimethylpentanol according to the procedure of Example 1 as an off-white solid; 1H NMR(DMSO-d6,400 MHz) 0.8 (m, 18H, 6×CH3), 1.1-1.2 (m, 11H, CH2CH3), 2.6 (m, 1H, CH), 3-3.3 (m, 3H, CH, CH2), 3.4 (brs, 1H, CH), 4.0 (s, 4H, OCH2, OCH2), 5.09 (m, 1H, CH), 6.36 (d, J=4.17 Hz, 1H, OH), 6.86 (dd, J=7.9, 1.32 Hz, 1H, Ar--H), 7.07 (s 1H, Ar--H), 7.09 (d, J=8.35 Hz... The reactants are COc1ccc(Cn2c(=O)ccn(C3OC(C(O)C(NCCCNC(=O)C(NC(=O)OCc4ccccc4)C(O)C(C)C)C(=O)OC(C)(C)C)C(O[Si](C)(C)C(C)(C)C)C3O[Si](C)(C)C(C)(C)C)c2=O)cc1, CO. Yields the product COc1ccc(Cn2c(=O)ccn(C3OC(C(O)C(NCCCNC(=O)C(N)C(O)C(C)C)C(=O)OC(C)(C)C)C(O[Si](C)(C)C(C)(C)C)C3O[Si](C)(C)C(C)(C)C)c2=O)cc1. As a reaction SMILES: [C:1]([CH3:2])([CH3:3])([CH3:4])[Si:5]([O:6][CH:7]1[CH:8]([CH:37]([CH:38]([NH:39][CH2:40][CH2:41][CH2:42][NH:43][C:44]([CH:45]([NH:46][C:47](=[O:48])[O:49][CH2:50][c:51]2[cH:52][cH:53][cH:54][cH:55][cH:56]2)[CH:57]([CH:58]([CH3:59])[CH3:60])[OH:61])=[O:62])[C:63](=[O:64])[O:65][C:66]([CH3:67])([CH3:68])[CH3:69])[OH:70])[O:9][CH:10]([n:20]2[c:21](=[O:36])[n:22]([CH2:27][c:28]3[cH:29][cH:30][c:31]([O:34][CH3:35])[cH:32][cH:33]3)[c:23](=[O:26])[cH:24][cH:25]2)[CH:11]1[O:12][Si:13]([CH3:14])([CH3:15])[C:16]([CH3:17])([CH3:18])[CH3:19])([CH3:71])[CH3:72].[CH3:73][OH:74]>>[C:1]([CH3:2])([CH3:3])([CH3:4])[Si:5]([O:6][CH:7]1[CH:8]([CH:37]([CH:38]([NH:39][CH2:40][CH2:41][CH2:42][NH:43][C:44]([CH:45]([NH2:46])[CH:57]([CH:58]([CH3:59])[CH3:60])[OH:61])=[O:62])[C:63](=[O:64])[O:65][C:66]([CH3:67])([CH3:68])[CH3:69])[OH:70])[O:9][CH:10]([n:20]2[c:21](=[O:36])[n:22]([CH2:27][c:28]3[cH:29][cH:30][c:31]([O:34][CH3:35])[cH:32][cH:33]3)[c:23](=[O:26])[cH:24][cH:25]2)[CH:11]1[O:12][Si:13]([CH3:14])([CH3:15])[C:16]([CH3:17])([CH3:18])[CH3:19])([CH3:71])[CH3:72]. The reactants are CCCCCCOC(=O)C(=C)C#N (pHCA), CCCCCCOC(=O)C(=C)C#N (pHCA), C1(=CC=CC=C1)C (toluene). Product: C(C)(=O)OC1=CC=C(C=C)C=C1 (para-acetoxystyrene). Reaction SMILES: [CH3:1][CH2:2][CH2:3][CH2:4][CH2:5][CH2:6][O:7][C:8]([C:10](C#N)=C)=[O:9].[C:14]1(C)C=CC=C[CH:15]=1>>[C:8]([O:7][C:6]1[CH:1]=[CH:2][C:3]([CH:14]=[CH2:15])=[CH:4][CH:5]=1)(=[O:9])[CH3:10]. Reported procedure: The purpose of this prophetic Example is to demonstrate the chemical derivatization of pHS in the organic extractant from the biphasic reaction medium to form the derivatized compound para-acetoxystyrene. The pHCA is first produced by fermentation using a recombinant strain of E. coli. The bio-produced pHCA is then converted to pHS in a biphasic reaction medium, consisting of fermentation supernatant and toluene, using PDC2 cell-free extract. After the toluene layer is separated from the pHCA-de... Starting materials: C(C)ON=C(C(=O)[O-])C=1N=C(SC1)N (2-Ethoxyimino-2-(2-amino-1,3-thiazol-4-yl)acetate), C(C)(=O)OC(C)=O (acetic anhydride), Example 7(a) ( 5 ). The solvent is C(=O)O (formic acid). Yields the product C(C)ON=C(C(=O)O)C=1N=C(SC1)NC=O (2-ethoxyimino-2-(2-formamido-1,3-thiazol-4-yl)acetic acid). Yield: 87.3%. RXN SMILES: [CH2:1]([O:3][N:4]=[C:5]([C:9]1[N:10]=[C:11]([NH2:14])[S:12][CH:13]=1)[C:6]([O-:8])=[O:7])[CH3:2].[C:15](OC(=O)C)(=[O:17])C>C(O)=O>[CH2:1]([O:3][N:4]=[C:5]([C:9]1[N:10]=[C:11]([NH:14][CH:15]=[O:17])[S:12][CH:13]=1)[C:6]([OH:8])=[O:7])[CH3:2]. Procedure: 2-Ethoxyimino-2-(2-amino-1,3-thiazol-4-yl)acetate acid (syn isomer) (100 g.), formic acid (85.5 g.) and acetic anhydride (190.1 g.) were treated according to a similar manner to that of Example 7(a) (5) to give 2-ethoxyimino-2-(2-formamido-1,3-thiazol-4-yl)acetic acid (syn isomer) (99.1 g.).